Task: describe an organic reaction: reactants, conditions, products, and yield. Dataset: the Open Reaction Database (ORD), a public repository of structured organic reaction records The reactants are C(C)OC(=O)C=1C=NC2=CC=C(C=C2C1O)Br (6-bromo-4-hydroxy-quinoline-3-carboxylic acid ethyl ester). Run in [OH-].[K+] (potassium hydroxide), O (water). Yields the product BrC=1C=C2C(=C(C=NC2=CC1)C(=O)O)O (6-bromo-4-hydroxy-quinoline-3-carboxylic acid). The yield is 100.5%. Reaction SMILES: C([O:3][C:4]([C:6]1[CH:7]=[N:8][C:9]2[C:14]([C:15]=1[OH:16])=[CH:13][C:12]([Br:17])=[CH:11][CH:10]=2)=[O:5])C>[OH-].[K+].O>[Br:17][C:12]1[CH:13]=[C:14]2[C:9](=[CH:10][CH:11]=1)[N:8]=[CH:7][C:6]([C:4]([OH:5])=[O:3])=[C:15]2[OH:16] |f:1.2|. Procedure: A suspension of 6-bromo-4-hydroxy-quinoline-3-carboxylic acid ethyl ester (102.59 g, 337.7 mmol) in 10% potassium hydroxide in water (689 mL) was heated to reflux for 5 h to afford a light brown solution. After cooling to room temperature, the undissolved solid particles were removed by filtration and the filtrate was extracted with dichloromethane to remove any neutral impurities. The aqueous layer was neutralized with 3.0N hydrochloric acid to afford a white precipitate. Then, the solids were ... The reactants are CCC(C)[BH-](C(C)CC)C(C)CC, O=C(CCl)NC1CCc2ccccc2C1=O, Cl, [Li+], C1CCOC1, O. The product is O=C(CCl)NC1CCc2ccccc2C1O. As a reaction SMILES: [CH:1]([BH-:2]([CH:3]([CH2:4][CH3:5])[CH3:6])[CH:7]([CH2:8][CH3:9])[CH3:10])([CH2:11][CH3:12])[CH3:13].[Cl:15][CH2:16][C:17](=[O:18])[NH:19][CH:20]1[C:21](=[O:30])[c:22]2[cH:23][cH:24][cH:25][cH:26][c:27]2[CH2:28][CH2:29]1.[ClH:32].[Li+:14].[O:33]1[CH2:34][CH2:35][CH2:36][CH2:37]1.[OH2:31]>>[Cl:15][CH2:16][C:17](=[O:18])[NH:19][CH:20]1[CH:21]([OH:30])[c:22]2[cH:23][cH:24][cH:25][cH:26][c:27]2[CH2:28][CH2:29]1. Starting materials: FC1=CC=C(CC2=CN=C3C(=C(C(N(C3=C2)CCN2C(CCC2)=O)=O)C(=O)OCC)O)C=C1 (ethyl 7-(4-fluorobenzyl)-4-hydroxy-2-oxo-1-[2-(2-oxopyrrolidin-1-yl)ethyl]-1,2-dihydro-1,5-naphthyridine-3-carboxylate), C1COCCN1CCN (2-(4-morpholino)ethylamine). Product: FC1=CC=C(CC2=CN=C3C(=C(C(N(C3=C2)CCN2C(CCC2)=O)=O)C(=O)NCCN2CCOCC2)O)C=C1 (7-(4-Fluorobenzyl)-4-hydroxy-N-(2-morpholin-4-ylethyl)-2-oxo-1-[2-(2-oxopyrrolidin-1-yl)ethyl]-1,2-dihydro-1,5-naphthyridine-3-carboxamide). RXN SMILES: [F:1][C:2]1[CH:33]=[CH:32][C:5]([CH2:6][C:7]2[CH:16]=[C:15]3[C:10]([C:11]([OH:31])=[C:12]([C:26](OCC)=[O:27])[C:13](=[O:25])[N:14]3[CH2:17][CH2:18][N:19]3[CH2:23][CH2:22][CH2:21][C:20]3=[O:24])=[N:9][CH:8]=2)=[CH:4][CH:3]=1.[CH2:34]1[N:39]([CH2:40][CH2:41][NH2:42])[CH2:38][CH2:37][O:36][CH2:35]1>>[F:1][C:2]1[CH:3]=[CH:4][C:5]([CH2:6][C:7]2[CH:16]=[C:15]3[C:10]([C:11]([OH:31])=[C:12]([C:26]([NH:42][CH2:41][CH2:40][N:39]4[CH2:34][CH2:35][O:36][CH2:37][CH2:38]4)=[O:27])[C:13](=[O:25])[N:14]3[CH2:17][CH2:18][N:19]3[CH2:23][CH2:22][CH2:21][C:20]3=[O:24])=[N:9][CH:8]=2)=[CH:32][CH:33]=1. Procedure details: This compound was prepared from ethyl 7-(4-fluorobenzyl)-4-hydroxy-2-oxo-1-[2-(2-oxopyrrolidin-1-yl)ethyl]-1,2-dihydro-1,5-naphthyridine-3-carboxylate and 2-(4-morpholino)ethylamine employing methods similar to those described in Example 5. The reaction mixture was concentrated in vacuo and purified by reverse phase preparative HPLC (C-18 stationary phase; 10-100% CH3CN/water/0.1% formic acid mobile phase). This procedure gave the product as an off-white rigid foam: 1H NMR (CDCl3) δ 10.46 (1H, b... The reactants are COn1cc(C(=O)O)ccc1=O, CC(N)C(N)(c1ccc(C(F)(F)F)cc1)c1ccc(F)nc1. The product is COn1cc(C2=NC(c3ccc(C(F)(F)F)cc3)(c3ccc(F)nc3)C(C)N2)ccc1=O. Reaction SMILES: [CH3:23][O:24][n:25]1[c:26](=[O:34])[cH:27][cH:28][c:29]([C:31]([OH:32])=[O:33])[cH:30]1.[F:1][c:2]1[cH:3][cH:4][c:5]([C:8]([CH:9]([CH3:10])[NH2:11])([NH2:12])[c:13]2[cH:14][cH:15][c:16]([C:19]([F:20])([F:21])[F:22])[cH:17][cH:18]2)[cH:6][n:7]1>>[F:1][c:2]1[cH:3][cH:4][c:5]([C:8]2([c:13]3[cH:14][cH:15][c:16]([C:19]([F:20])([F:21])[F:22])[cH:17][cH:18]3)[CH:9]([CH3:10])[NH:11][C:31]([c:29]3[cH:28][cH:27][c:26](=[O:34])[n:25]([O:24][CH3:23])[cH:30]3)=[N:12]2)[cH:6][n:7]1. Reactants: ClC=1C(=C(C=CC1)CN1CCN(CC1)C(=O)OC(C)(C)C)N1CCOCC1 (tert-butyl 4-[[3-chloro-2-(morpholin-4-yl)phenyl]methyl]piperazine-1-carboxylate), FC(C(=O)O)(F)F (Trifluoroacetic acid). Solvent: ClCCl (dichloromethane). Reaction conditions: temperature 0 celsius, time 8 hour. Yields the product ClC1=C(C(=CC=C1)CN1CCNCC1)N1CCOCC1 (4-[2-chloro-6-(piperazin-1-ylmethyl)phenyl]morpholine). The yield is 97.1%. Reaction SMILES: [Cl:1][C:2]1[C:3]([N:22]2[CH2:27][CH2:26][O:25][CH2:24][CH2:23]2)=[C:4]([CH2:8][N:9]2[CH2:14][CH2:13][N:12](C(OC(C)(C)C)=O)[CH2:11][CH2:10]2)[CH:5]=[CH:6][CH:7]=1.FC(F)(F)C(O)=O>ClCCl>[Cl:1][C:2]1[CH:7]=[CH:6][CH:5]=[C:4]([CH2:8][N:9]2[CH2:14][CH2:13][NH:12][CH2:11][CH2:10]2)[C:3]=1[N:22]1[CH2:27][CH2:26][O:25][CH2:24][CH2:23]1. Procedure: A 50 mL round-bottom flask was charged with tert-butyl 4-[[3-chloro-2-(morpholin-4-yl)phenyl]methyl]piperazine-1-carboxylate (800 mg, 2.02 mmol, 1.00 equiv), dichloromethane (15 mL). The mixture was cooled to 0° C. Trifluoroacetic acid (2.5 mL) was added dropwise at 0° C. The resulting solution was stirred overnight at room temperature and concentrated under reduced pressure to yield 580 mg (crude) of 4-[2-chloro-6-(piperazin-1-ylmethyl)phenyl]morpholine as colorless oil. LCMS (ESI, m/z): 296 [M... Starting materials: ClC1=CC=CC=2N=C(SC21)C(CC(C(F)F)=O)=O (1-(7-chlorobenzothiazol-2-yl)-4,4-difluorobutane-1,3-dione), Cl.S(N)(=O)(=O)C1=CC=C(C=C1)NN (4-sulfamoylphenylhydrazine hydrochloride). Product: ClC1=CC=CC=2N=C(SC21)C2=CC(=NN2C2=CC=C(C=C2)S(=O)(=O)N)C(F)F (4-[5-(7-chlorobenzothiazol-2-yl)-3-difluoromethyl-1H-pyrazol-1-yl]benzenesulfonamide). As a reaction SMILES: [Cl:1][C:2]1[C:10]2[S:9][C:8]([C:11](=O)[CH2:12][C:13](=O)[CH:14]([F:16])[F:15])=[N:7][C:6]=2[CH:5]=[CH:4][CH:3]=1.Cl.[S:20]([C:24]1[CH:29]=[CH:28][C:27]([NH:30][NH2:31])=[CH:26][CH:25]=1)(=[O:23])(=[O:22])[NH2:21]>>[Cl:1][C:2]1[C:10]2[S:9][C:8]([C:11]3[N:30]([C:27]4[CH:26]=[CH:25][C:24]([S:20]([NH2:21])(=[O:23])=[O:22])=[CH:29][CH:28]=4)[N:31]=[C:13]([CH:14]([F:16])[F:15])[CH:12]=3)=[N:7][C:6]=2[CH:5]=[CH:4][CH:3]=1 |f:1.2|. Procedure: The procedure of Example 9 was repeated using 1-(7-chlorobenzothiazol-2-yl)-4,4-difluorobutane-1,3-dione and 4-sulfamoylphenylhydrazine hydrochloride as the starting materials to obtain 4-[5-(7-chlorobenzothiazol-2-yl)-3-difluoromethyl-1H-pyrazol-1-yl]benzenesulfonamide. NMR(DMSO-d6) δ: 7.24 (1H, t, J=54.1 Hz), 7.56-7.68 (5H, m), 7.80 (2H, d, J=8.6 Hz), 7.91-7.97 (3H, m); mp 238-239° C. (ethanol) The reactants are C1(=CC=CC=C1)C#CC(=NC1=CC=CC=C1)SC1=CC=CC=C1 (phenyl 3,N-diphenylpropynimidothioate), C1(=CC=CC=C1)S (thiophenol), C(C)(C)(C)O[K] (tert-butoxy potassium). Run in C1CCOC1 (THF). Reaction SMILES: [C:1]1([C:7]#[C:8][C:9]([S:17][C:18]2[CH:23]=[CH:22][CH:21]=[CH:20][CH:19]=2)=[N:10][C:11]2[CH:16]=[CH:15][CH:14]=[CH:13][CH:12]=2)[CH:6]=[CH:5][CH:4]=[CH:3][CH:2]=1.[C:24]1([SH:30])[CH:29]=[CH:28][CH:27]=[CH:26][CH:25]=1.C(O[K])(C)(C)C>C1COCC1>[C:1]1([C:7]([S:30][C:24]2[CH:29]=[CH:28][CH:27]=[CH:26][CH:25]=2)=[CH:8][C:9]([S:17][C:18]2[CH:23]=[CH:22][CH:21]=[CH:20][CH:19]=2)=[N:10][C:11]2[CH:12]=[CH:13][CH:14]=[CH:15][CH:16]=2)[CH:2]=[CH:3][CH:4]=[CH:5][CH:6]=1. Yields the product C1(=CC=CC=C1)C(=CC(=NC1=CC=CC=C1)SC1=CC=CC=C1)SC1=CC=CC=C1 (phenyl 3,N-diphenyl-3-(phenylthio)-2-propenimidothioate). Reported procedure: To a solution of 201 mg of phenyl 3,N-diphenylpropynimidothioate in 5 ml of THF was added 0.08 ml of thiophenol and tert-butoxy potassium (a catalytic amount). The mixture was stirred at room temperature for 2 hours and then refluxed for 2 hours. The reaction mixture was concentrated under vacuum. The residue was purified by medium pressure preparative HPLC to obtain 269 mg of phenyl 3,N-diphenyl-3-(phenylthio)-2-propenimidothioate (hereinafter referred to as the present compound 42) as a yellow... Reaction conditions: time 2 hour.